Dataset: the Open Reaction Database (ORD), a public repository of structured organic reaction records. Task: describe an organic reaction: reactants, conditions, products, and yield Reaction SMILES: [F:1][C:2]1[CH:3]=[C:4]2[C:8](=[CH:9][CH:10]=1)[C:7](=[CH:11][C:12]1[CH:17]=[CH:16][C:15]([S:18]([CH3:21])(=[O:20])=[O:19])=[CH:14][CH:13]=1)[C:6]([CH3:22])=[C:5]2[CH2:23][C:24]([OH:26])=[O:25].C[O-].[Na+:29]>CO>[F:1][C:2]1[CH:3]=[C:4]2[C:8](=[CH:9][CH:10]=1)[C:7](=[CH:11][C:12]1[CH:17]=[CH:16][C:15]([S:18]([CH3:21])(=[O:19])=[O:20])=[CH:14][CH:13]=1)[C:6]([CH3:22])=[C:5]2[CH2:23][C:24]([O-:26])=[O:25].[Na+:29] |f:1.2,4.5|. The solvent is CO (methanol), CO (methanol). The reactants are FC=1C=C2C(=C(C(C2=CC1)=CC1=CC=C(C=C1)S(=O)(=O)C)C)CC(=O)O (5-fluoro-2-methyl-1-(ρ-methylsulfonylbenzylidene)-3-indenylacetic acid), C[O-].[Na+] (sodium methoxide). Reaction conditions: time 20 minute. Yields the product FC=1C=C2C(=C(C(C2=CC1)=CC1=CC=C(C=C1)S(=O)(=O)C)C)CC(=O)[O-].[Na+] (sodium 5-fluoro-2-methyl-1-(ρ-methylsulfonylbenzylidene)-3-indenylacetate). Procedure: 5-fluoro-2-methyl-1-(ρ-methylsulfonylbenzylidene)-3-indenylacetic acid (1.79 g.) in methanol (10 ml.) is added to a solution of sodium methoxide (0.27 g.) in methanol (5 ml.). The reaction mixture is stirred for 20 minutes and evaporated to dryness to yield sodium 5-fluoro-2-methyl-1-(ρ-methylsulfonylbenzylidene)-3-indenylacetate. The reactants are O=Cc1c(Br)n[nH]c1Br, Cc1ccccc1, C=COCC, Cl. Product: CCOC(C)n1nc(Br)c(C=O)c1Br. Reaction SMILES: [Br:1][c:2]1[n:3][nH:4][c:5]([Br:9])[c:6]1[CH:7]=[O:8].[CH3:16][c:17]1[cH:18][cH:19][cH:20][cH:21][cH:22]1.[CH:10](=[CH2:11])[O:12][CH2:13][CH3:14].[ClH:15]>>[Br:1][c:2]1[n:3][n:4]([CH:10]([CH3:11])[O:12][CH2:13][CH3:14])[c:5]([Br:9])[c:6]1[CH:7]=[O:8]. Reactants: CC(C)O, ClCC#CCCl, [SiH3]C(Cl)Cl. Product: ClCC=C(CCl)[SiH2]C(Cl)Cl. As a reaction SMILES: [CH:11]([OH:12])([CH3:13])[CH3:14].[Cl:1][CH2:2][C:3]#[C:4][CH2:5][Cl:6].[Cl:7][CH:8]([Cl:9])[SiH3:10]>>[Cl:1][CH2:2][C:3](=[CH:4][CH2:5][Cl:6])[SiH2:10][CH:8]([Cl:7])[Cl:9]. Product: COC1=NC(=CC(=N1)C1=NC(=NO1)C1=CC(=C(OCC(CNC(CO)=O)O)C(=C1)C)C)C (rac-N-(3-{4-[5-(2-Methoxy-6-methyl-pyrimidin-4-yl)-[1,2,4]oxadiazol-3-yl]-2,6-dimethyl-phenoxy}-2-hydroxy-propyl)-2-hydroxy-acetamide). As a reaction SMILES: [CH2:1]([C:3]1[CH:18]=[C:17]([C:19]2[N:23]=[C:22]([C:24]3[CH:29]=[C:28]([CH3:30])[N:27]=[C:26](NCC)[N:25]=3)[O:21][N:20]=2)[CH:16]=[C:15]([CH3:34])[C:4]=1[O:5][CH2:6][C@@H:7]([OH:14])[CH2:8][NH:9][C:10](=[O:13])[CH2:11][OH:12])C.[CH3:35][O:36]C1N=C(C(O)=O)C=C(C)N=1>>[CH3:35][O:36][C:26]1[N:25]=[C:24]([C:22]2[O:21][N:20]=[C:19]([C:17]3[CH:16]=[C:15]([CH3:34])[C:4]([O:5][CH2:6][CH:7]([OH:14])[CH2:8][NH:9][C:10](=[O:13])[CH2:11][OH:12])=[C:3]([CH3:1])[CH:18]=3)[N:23]=2)[CH:29]=[C:28]([CH3:30])[N:27]=1. Reported procedure: rac-N-(3-{4-[5-(2-Methoxy-6-methyl-pyrimidin-4-yl)-[1,2,4]oxadiazol-3-yl]-2,6-dimethyl-phenoxy}-2-hydroxy-propyl)-2-hydroxy-acetamide is prepared in analogy to N—((S)-3-{2-ethyl-4-[5-(2-ethylamino-6-methyl-pyrimidin-4-yl)-[1,2,4]oxadiazol-3-yl]-6-methyl-phenoxy}-2-hydroxy-propyl)-2-hydroxy-acetamide using 2-methoxy-6-methyl-pyrimidine-4-carboxylic acid and 2-hydroxy-N-{2-hydroxy-3-[4-(N-hydroxycarbamimioyl)-2,6-dimethyl-phenoxy]-propyl}-acetamide; LC-MS: tR=0.84 min; [M+H]+=444.19. Starting materials: C(C)C1=C(OC[C@H](CNC(CO)=O)O)C(=CC(=C1)C1=NOC(=N1)C1=NC(=NC(=C1)C)NCC)C (N—((S)-3-{2-ethyl-4-[5-(2-ethylamino-6-methyl-pyrimidin-4-yl)-[1,2,4]oxadiazol-3-yl]-6-methyl-phenoxy}-2-hydroxy-propyl)-2-hydroxy-acetamide), COC1=NC(=CC(=N1)C(=O)O)C (2-methoxy-6-methyl-pyrimidine-4-carboxylic acid), 2-hydroxy-N-{2-hydroxy-3-[4-(N-hydroxycarbamimioyl)-2,6-dimethyl-phenoxy]-propyl}-acetamide. Starting materials: C(C)(=O)O (acetic acid), BrCC=1C=CC2=C(C=3C(NC(=NC3C=C2)C)=O)C1 (9-bromomethyl-3-methylbenzo[f]quinazolin-1(2H)-one), NC=1C=C2CN(C(C2=CC1)=O)[C@H](C(=O)OCC)CCC(=O)OCC ((S)-diethyl 2-(5-amino-1-oxo-2-isoindolinyl)glutarate), C(=O)(O)[O-].[Na+] (NaHCO3). Run in CN(C)C=O (DMF), C(C)O (ethanol). The product is CC1=NC=2C=CC3=C(C2C(N1)=O)C=C(C=C3)CNC=3C=C1CN(C(C1=CC3)=O)[C@H](C(=O)OCC)CCC(=O)OCC (diethyl(S)-2-(5-(((1,2-dihydro-3-methyl-1-oxobenzo[f]-quinazolin-9-yl)-methyl)amino)-1-oxo-2-isoindolinyl)glutarate). The yield is 49.0%. Reaction SMILES: Br[CH2:2][C:3]1[CH:4]=[CH:5][C:6]2[CH:15]=[CH:14][C:13]3[N:12]=[C:11]([CH3:16])[NH:10][C:9](=[O:17])[C:8]=3[C:7]=2[CH:18]=1.[NH2:19][C:20]1[CH:21]=[C:22]2[C:26](=[CH:27][CH:28]=1)[C:25](=[O:29])[N:24]([C@@H:30]([CH2:36][CH2:37][C:38]([O:40][CH2:41][CH3:42])=[O:39])[C:31]([O:33][CH2:34][CH3:35])=[O:32])[CH2:23]2.C([O-])(O)=O.[Na+].C(O)(=O)C>CN(C=O)C.C(O)C>[CH3:16][C:11]1[NH:10][C:9](=[O:17])[C:8]2[C:7]3[CH:18]=[C:3]([CH2:2][NH:19][C:20]4[CH:21]=[C:22]5[C:26](=[CH:27][CH:28]=4)[C:25](=[O:29])[N:24]([C@@H:30]([CH2:36][CH2:37][C:38]([O:40][CH2:41][CH3:42])=[O:39])[C:31]([O:33][CH2:34][CH3:35])=[O:32])[CH2:23]5)[CH:4]=[CH:5][C:6]=3[CH:15]=[CH:14][C:13]=2[N:12]=1 |f:2.3|. Procedure details: A solution of crude 9-bromomethyl-3-methylbenzo[f]quinazolin-1(2H)-one (4.32 g), (S)-diethyl 2-(5-amino-1-oxo-2-isoindolinyl)glutarate (4.0 g, 12 mmol), and NaHCO3 (2.0 g, 24 mmol) in DMF (30 ml) was stirred under nitrogen at 105° C. for 1.5 hours. After cooling, acetic acid (1 ml, 17 mmol) was added, the reaction mixture transferred to a larger round bottom flask with ethanol, and then concentrated in vacuo onto silica gel (30 g). The absorbed material was purified by chromatography on silica g... Starting materials: CC1=C(C=CC=C1C)N1C(C2=CC=CC(=C2C1)[N+](=O)[O-])=O (2-(2,3-Dimethylphenyl)-4-nitroisoindolin-1-one), [H][H] (Hydrogen). The reagents and catalysts are [Pd] (Pd/C). The solvent is CO (methanol). Yields the product NC1=C2CN(C(C2=CC=C1)=O)C1=C(C(=CC=C1)C)C (4-Amino-2-(2,3-dimethylphenyl)-isoindolin-1-one). As a reaction SMILES: [CH3:1][C:2]1[C:7]([CH3:8])=[CH:6][CH:5]=[CH:4][C:3]=1[N:9]1[CH2:17][C:16]2[C:11](=[CH:12][CH:13]=[CH:14][C:15]=2[N+:18]([O-])=O)[C:10]1=[O:21].[H][H]>CO.[Pd]>[NH2:18][C:15]1[CH:14]=[CH:13][CH:12]=[C:11]2[C:16]=1[CH2:17][N:9]([C:3]1[CH:4]=[CH:5][CH:6]=[C:7]([CH3:8])[C:2]=1[CH3:1])[C:10]2=[O:21]. Reported procedure: To a solution of 7 (0.110 g ) in 15 mL methanol was added 10% Pd/C (0.020 g) under nitrogen atmosphere. Hydrogen was applied to the mixture at 1 atmosphere for 2 h. The mixture was filtered and concentrated in vacuo to obtain the product. NMR (300 MHz, CDCl3) δ 7.41 (1H, d, J=6 Hz), 7.33 (1H, t, J=6 Hz), 7.18 (1H, s), 7.16 (1H, d, J=2 Hz), 7.10 (1H, t, J=4 Hz), 6.69 (1H, d, J=6 Hz), 4.54 (2H, s), 3.75 (2H, b), 2.33 (3H, s), 2.12 (3H, s). The product is COC(=O)C(O)CN(N)Cc1ccc(-c2ccccc2)cc1. The reactants are COC(=O)C(O)CN(Cc1ccc(-c2ccccc2)cc1)NC(=O)OC(C)(C)C, ClCCl, O=C(O)C(F)(F)F. Reaction SMILES: [CH3:1][O:2][C:3]([CH:4]([CH2:5][N:6]([NH:7][C:8]([O:9][C:10]([CH3:11])([CH3:12])[CH3:13])=[O:14])[CH2:15][c:16]1[cH:17][cH:18][c:19](-[c:22]2[cH:23][cH:24][cH:25][cH:26][cH:27]2)[cH:20][cH:21]1)[OH:28])=[O:29].[Cl:37][CH2:38][Cl:39].[F:30][C:31]([F:32])([F:33])[C:34]([OH:35])=[O:36]>>[CH3:1][O:2][C:3]([CH:4]([CH2:5][N:6]([NH2:7])[CH2:15][c:16]1[cH:17][cH:18][c:19](-[c:22]2[cH:23][cH:24][cH:25][cH:26][cH:27]2)[cH:20][cH:21]1)[OH:28])=[O:29].